describe an organic reaction: reactants, conditions, products, and yield From a dataset of the Open Reaction Database (ORD), a public repository of structured organic reaction records. Starting materials: C=CCCCCCC (1-octene), C=CC1=CC=CC=C1 (styrene), C=CCCCCC=C (1,7-octadiene). Reaction conditions: time 1 hour. Reported procedure: The polymerization reaction was conducted in a 300 ml stainless autoclave equipped with a mechanical stirrer. The reactor was initially charged with 50 ml of toluene, 5 ml of 1-octene, 5 ml of styrene, and various quantities of 1,7-octadiene (1.6 ml, 0.8 ml, 0.4 ml, 0.2 ml and 0.1 ml) in an argon filled dry-box. The reactor was then sealed and then moved from the dry box and purged with nitrogen gas at 30° C. About 0.101 g of TiCl3(AA) and 1 ml of AlCl2Et in 10 ml of toluene after sufficiently s... As a reaction SMILES: [CH2:1]=[CH:2][CH2:3][CH2:4][CH2:5][CH2:6][CH2:7][CH3:8].[CH2:9]=[CH:10][C:11]1[CH:16]=[CH:15][CH:14]=[CH:13][CH:12]=1.[CH2:17]=[CH:18][CH2:19][CH2:20][CH2:21][CH2:22][CH:23]=[CH2:24]>C1(C)C=CC=CC=1>[CH2:1]=[CH:2][CH2:3][CH2:4][CH2:5][CH2:6][CH2:7][CH3:8].[CH2:9]=[CH:10][C:11]1[CH:16]=[CH:15][CH:14]=[CH:13][CH:12]=1.[CH2:17]=[CH:18][CH2:19][CH2:20][CH2:21][CH2:22][CH:23]=[CH2:24] |f:4.5.6|. Run in C1(=CC=CC=C1)C (toluene). Yields the product C=CCCCCCC.C=CC1=CC=CC=C1.C=CCCCCC=C (1-Octene Styrene 1,7-Octadiene). Reactants: CSC(CCCC(CC=CC(=CC(=O)O)C)C)(C)C (11-methylthio-3,7,11-trimethyldodeca-2,4-dienoic acid), C([O-])(O)=O.[Na+] (sodium bicarbonate), C1=CC=CC=C1 (benzene), C(C(=O)Cl)(=O)Cl (oxalyl chloride). The solvent is CCOCC (Ether), C(C)(C)O (isopropanol). Reaction conditions: time 2 hour. Yields the product CSC(CCCC(CC=CC(=CC(=O)OC(C)C)C)C)(C)C (isopropyl 11-methylthio-3,7,11-trimethyldodeca-2,4-dienoate). Reaction SMILES: [CH3:1][S:2][C:3]([CH3:19])([CH3:18])[CH2:4][CH2:5][CH2:6][CH:7]([CH3:17])[CH2:8][CH:9]=[CH:10][C:11]([CH3:16])=[CH:12][C:13]([OH:15])=[O:14].[CH:20]1[CH:25]=CC=C[CH:21]=1.C(Cl)(=O)C(Cl)=O.C(=O)(O)[O-].[Na+]>CCOCC.C(O)(C)C>[CH3:1][S:2][C:3]([CH3:18])([CH3:19])[CH2:4][CH2:5][CH2:6][CH:7]([CH3:17])[CH2:8][CH:9]=[CH:10][C:11]([CH3:16])=[CH:12][C:13]([O:15][CH:20]([CH3:25])[CH3:21])=[O:14] |f:3.4|. Procedure: To 0.6 g. of 11-methylthio-3,7,11-trimethyldodeca-2,4-dienoic acid in 10 ml. of dry benzene is added 0.23 ml. of oxalyl chloride at room temperature with stirring. After 2 hours, isopropanol (2ml.) is added and the mixture allowed to stand at room temperature for about 2 hours. Ether and saturated sodium bicarbonate is added and the organic phase separated. The organic phase is washed with aqueous sodium bicarbonate, saturated sodium chloride, dried over calcium sulfate and evaporated to yield i...